This data is from the Open Reaction Database (ORD), a public repository of structured organic reaction records. The task is: describe an organic reaction: reactants, conditions, products, and yield Reactants: NCCCN1C=NC=2C(=NC=3C=CC=CC3C21)Cl (1-(3-aminopropyl)-4-chloro-1H-imidazo[4,5-c]quinoline), liquid, N (ammonia). Run in CO (methanol). The product is NCCCN1C=NC=2C(=NC=3C=CC=CC3C21)N (1-(3-aminopropyl)-1H-imidazo[4,5-c]quinoline-4-amine). Reaction SMILES: [NH2:1][CH2:2][CH2:3][CH2:4][N:5]1[C:17]2[C:16]3[CH:15]=[CH:14][CH:13]=[CH:12][C:11]=3[N:10]=[C:9](Cl)[C:8]=2[N:7]=[CH:6]1.[NH3:19]>CO>[NH2:1][CH2:2][CH2:3][CH2:4][N:5]1[C:17]2[C:16]3[CH:15]=[CH:14][CH:13]=[CH:12][C:11]=3[N:10]=[C:9]([NH2:19])[C:8]=2[N:7]=[CH:6]1. Procedure details: 14 mg (0.0536 mmol) of 1-(3-aminopropyl)-4-chloro-1H-imidazo[4,5-c]quinoline, 5 ml of methanol and 3 ml of liquid ammonia were stirred in an autoclave overnight at 150° C. under heating. The reaction mixture was concentrated under reduced pressure and 0.3 ml of a 1N sodium hydroxide solution was added to the residue. The precipitate thus formed was collected by filtration to obtain 8 mg (0.0331 ml) of 1-(3-aminopropyl)-1H-imidazo[4,5-c]quinoline-4-amine shown below. ##STR38## The physicochemical...